From a dataset of the Open Reaction Database (ORD), a public repository of structured organic reaction records. describe an organic reaction: reactants, conditions, products, and yield The product is [OH-].[NH4+] (ammonium hydroxide), C(C)(=O)NC1=NC=C(C=C1)O (2-Acetamido-5-hydroxypyridine). The solvent is CS(=O)C (DMSO). Isolated yield 111.4%. The reactants are C(C)(=O)NC1=NC=C(C=C1)OC (2-acetamido-5-methoxypyridine), [C-]#N.[Na+] (sodium cyanide). Reaction SMILES: [C:1]([NH:4][C:5]1[CH:10]=[CH:9][C:8]([O:11]C)=[CH:7][N:6]=1)(=[O:3])[CH3:2].[C-]#N.[Na+]>CS(C)=O>[OH-:3].[NH4+:4].[C:1]([NH:4][C:5]1[CH:10]=[CH:9][C:8]([OH:11])=[CH:7][N:6]=1)(=[O:3])[CH3:2] |f:1.2,4.5|. Reported procedure: A mixture of 1.72 g (10.4 mmol) of 2-acetamido-5-methoxypyridine, prepared according to the procedure of J. Lombardino, J. Med. Chem. 1981, 24, 39-42, and 2.54 g (51.8 mmol) of sodium cyanide in 10 mL of DMSO was heated at 165° C. under nitrogen for 48 h. The mixture was concentrated under vacuum to remove the DMSO. Purification by flash chromatography (silica, crude product transferred to column in methanol, then diluted with dichloromethane and eluted with 10% 10:1 methanol:concentrated aqueou...